Dataset: the Open Reaction Database (ORD), a public repository of structured organic reaction records. Task: describe an organic reaction: reactants, conditions, products, and yield The reactants are COC(OC)N(C)C, Cc1ccccc1, NC(=O)c1cn2c(n1)-c1cc(Cl)ncc1OCC2. Yields the product CN(C)C=NC(=O)c1cn2c(n1)-c1cc(Cl)ncc1OCC2. As a reaction SMILES: [CH3:19][O:20][CH:21]([N:22]([CH3:23])[CH3:24])[O:25][CH3:26].[CH3:27][c:28]1[cH:29][cH:30][cH:31][cH:32][cH:33]1.[Cl:1][c:2]1[cH:3][c:4]2[c:10]([cH:11][n:12]1)[O:9][CH2:8][CH2:7][n:6]1[c:5]-2[n:15][c:14]([C:16](=[O:17])[NH2:18])[cH:13]1>>[Cl:1][c:2]1[cH:3][c:4]2[c:10]([cH:11][n:12]1)[O:9][CH2:8][CH2:7][n:6]1[c:5]-2[n:15][c:14]([C:16](=[O:17])[N:18]=[CH:21][N:22]([CH3:23])[CH3:24])[cH:13]1. Starting materials: O[C@@H](CC(=O)OCC)C ((3R)-ethyl 3-hydroxybutanoate), C(C)[Mg]Br (ethyl magnesium bromide), C(C)OCC (diethyl ether). Reagents/catalysts: CC([O-])C.[Ti+4].CC([O-])C.CC([O-])C.CC([O-])C (titanium(IV) isopropoxide). Solvent: C1CCOC1 (THF), C1CCOC1 (THF). Conditions: temperature 0 celsius, time 2 hour. Yields the product O[C@@H](CC1(CC1)O)CC (1-[(2R)-2-hydroxybutyl]-cyclopropanol). Reaction SMILES: [OH:1][C@H:2]([CH3:9])[CH2:3][C:4]([O:6]CC)=O.[CH2:10]([Mg]Br)[CH3:11].[CH2:14](OCC)C>C1COCC1.CC(C)[O-].[Ti+4].CC(C)[O-].CC(C)[O-].CC(C)[O-]>[OH:6][C@H:4]([CH2:10][CH3:11])[CH2:3][C:2]1([OH:1])[CH2:9][CH2:14]1 |f:4.5.6.7.8|. Procedure: To a solution of (3R)-ethyl 3-hydroxybutanoate (2.5 g, 18.9 mmol) in THF (100 mL) under nitrogen was added a solution of titanium(IV) isopropoxide (6.02 mL, 19.9 mmol) in THF (15 mL) followed by a solution of ethyl magnesium bromide in diethyl ether (3 M, 30.2 mL, 90.7 mmol) dropwise over a period of 2 hr. The reaction mixture was stirred for a further 2 hr, before being cooled to 0° C. and quenched by the slow addition of a saturated aqueous ammonium chloride (75 mL). The solution was filtered ... Reactants: ClC(=O)C1=CC=C(C(=O)OC)C=C1 (Methyl 4-chloroformylbenzoate), CC=1C=C(C=CC1)C=1N=C(SC1C1=NC=NC=C1)N ([4-(3-methylphenyl)-5-(4-pyrimidinyl)-1,3-thiazol-2-yl]amine), C(O)([O-])=O.[Na+] (sodium hydrogen carbonate). Reagents/catalysts: CN(C1=CC=NC=C1)C (4-dimethylaminopyridine). Run in CN(C(C)=O)C (N,N-dimethylacetamide). Conditions: temperature 70 celsius, time 14 hour. Product: CC=1C=C(C=CC1)C=1N=C(SC1C1=NC=NC=C1)NC(=O)C1=CC=C(C(=O)OC)C=C1 (methyl 4-[[[4-(3-methylphenyl)-5-(4-pyrimidinyl)-1,3-thiazol-2-yl]amino]carbonyl]benzoate). Isolated yield 65.0%. RXN SMILES: Cl[C:2]([C:4]1[CH:13]=[CH:12][C:7]([C:8]([O:10][CH3:11])=[O:9])=[CH:6][CH:5]=1)=[O:3].[CH3:14][C:15]1[CH:16]=[C:17]([C:21]2[N:22]=[C:23]([NH2:32])[S:24][C:25]=2[C:26]2[CH:31]=[CH:30][N:29]=[CH:28][N:27]=2)[CH:18]=[CH:19][CH:20]=1.C(=O)([O-])O.[Na+]>CN(C)C1C=CN=CC=1.CN(C)C(=O)C>[CH3:14][C:15]1[CH:16]=[C:17]([C:21]2[N:22]=[C:23]([NH:32][C:2]([C:4]3[CH:13]=[CH:12][C:7]([C:8]([O:10][CH3:11])=[O:9])=[CH:6][CH:5]=3)=[O:3])[S:24][C:25]=2[C:26]2[CH:31]=[CH:30][N:29]=[CH:28][N:27]=2)[CH:18]=[CH:19][CH:20]=1 |f:2.3|. Procedure: Methyl 4-chloroformylbenzoate (1.1 g, 5.6 mmol) was added to a solution of [4-(3-methylphenyl)-5-(4-pyrimidinyl)-1,3-thiazol-2-yl]amine and 4-dimethylaminopyridine (0.14 g, 1.1 mmol) in N,N-dimethylacetamide (10 mL), and the mixture was stirred at 70° C. for 14 hrs. Aqueous sodium hydrogen carbonate solution was added to the reaction mixture and the precipitated solids were collected by filtration. Crude crystals were washed with water, dried and recrystallized from pyridine to give the title co... The reactants are CCO, O, O=[N+]([O-])c1cc(S(=O)(=O)c2ccccc2)ccc1O. The product is Nc1cc(S(=O)(=O)c2ccccc2)ccc1O. As a reaction SMILES: [CH3:21][CH2:22][OH:23].[OH2:20].[c:1]1([S:7](=[O:8])(=[O:9])[c:10]2[cH:11][c:12]([N+:17]([O-:18])=[O:19])[c:13]([OH:16])[cH:14][cH:15]2)[cH:2][cH:3][cH:4][cH:5][cH:6]1>>[c:1]1([S:7](=[O:8])(=[O:9])[c:10]2[cH:11][c:12]([NH2:17])[c:13]([OH:16])[cH:14][cH:15]2)[cH:2][cH:3][cH:4][cH:5][cH:6]1. The reactants are C(C)NC(=O)N1[C@H](CCCC1)C(=O)O ((R)-1-Ethylcarbamoylpiperidine-2-carboxylic acid), [H-].[Al+3].[Li+].[H-].[H-].[H-] (lithium aluminium hydride), [OH-].[Na+] (sodium hydroxide), O (water), O (water). Run in O1CCCC1 (tetrahydrofuran), O1CCCC1 (tetrahydrofuran). Conditions: time 8 hour. Product: CN1[C@H](CCCC1)CO ((R)-1-Methylpiperidin-2-ylmethanol). Yield: 80.0%. RXN SMILES: C(N[C:4]([N:6]1[CH2:11][CH2:10][CH2:9][CH2:8][C@@H:7]1[C:12](O)=[O:13])=O)C.[H-].[Al+3].[Li+].[H-].[H-].[H-].O.[OH-].[Na+]>O1CCCC1>[CH3:4][N:6]1[CH2:11][CH2:10][CH2:9][CH2:8][C@@H:7]1[CH2:12][OH:13] |f:1.2.3.4.5.6,8.9|. Reported procedure: The product of Step 1 (0.60 g, 0.003 mole) in dry tetrahydrofuran (10 ml) was added dropwise to a suspension of lithium aluminium hydride (0.57 g, 0.015 mole) in dry tetrahydrofuran (20 ml). The mixture was heated under reflux for 2 hours and stirred at room temperature overnight. The reaction mixture was cooled to 0° C. and water (0.5 ml) was added dropwise, followed by 10% sodium hydroxide solution (0.9 ml) and water (1.4 ml). The mixture was stirred for 1 hour, filtered through Celite and the...